Dataset: the Open Reaction Database (ORD), a public repository of structured organic reaction records. Task: describe an organic reaction: reactants, conditions, products, and yield Starting materials: CS(=O)(=O)O, CCOC(C)=O, CCOCC, COCOc1cc(C)c(-c2cccc(CNc3ccc(CCC(=O)O)c(F)c3)c2)c(C)c1. Product: Cc1cc(O)cc(C)c1-c1cccc(CNc2ccc(CCC(=O)O)c(F)c2)c1. RXN SMILES: [CH3:33][S:34](=[O:35])(=[O:36])[OH:37].[CH3:38][CH2:39][O:40][C:41](=[O:42])[CH3:43].[CH3:44][CH2:45][O:46][CH2:47][CH3:48].[F:1][c:2]1[c:3]([CH2:28][CH2:29][C:30](=[O:31])[OH:32])[cH:4][cH:5][c:6]([NH:8][CH2:9][c:10]2[cH:11][c:12](-[c:16]3[c:17]([CH3:27])[cH:18][c:19]([O:23][CH2:24][O:25][CH3:26])[cH:20][c:21]3[CH3:22])[cH:13][cH:14][cH:15]2)[cH:7]1>>[F:1][c:2]1[c:3]([CH2:28][CH2:29][C:30](=[O:31])[OH:32])[cH:4][cH:5][c:6]([NH:8][CH2:9][c:10]2[cH:11][c:12](-[c:16]3[c:17]([CH3:27])[cH:18][c:19]([OH:23])[cH:20][c:21]3[CH3:22])[cH:13][cH:14][cH:15]2)[cH:7]1. Starting materials: O1C(OCC1)CCC1=CC=C(C#N)C=C1 (4-(2-(1,3-dioxolan-2-yl)ethyl)benzonitrile), Cl (HCl), OO (H2O2), [OH-].[Na+] (NaOH). The solvent is CO (MeOH). Run at time 2 hour. Yields the product O1C(OCC1)CCC1=CC=C(C(=O)N)C=C1 (4-(2-(1,3-dioxolan-2-yl)ethyl)benzamide). Isolated yield 97.3%. Reaction SMILES: [O:1]1[CH2:5][CH2:4][O:3][CH:2]1[CH2:6][CH2:7][C:8]1[CH:15]=[CH:14][C:11]([C:12]#[N:13])=[CH:10][CH:9]=1.[OH:16]O.[OH-].[Na+].Cl>CO>[O:1]1[CH2:5][CH2:4][O:3][CH:2]1[CH2:6][CH2:7][C:8]1[CH:15]=[CH:14][C:11]([C:12]([NH2:13])=[O:16])=[CH:10][CH:9]=1 |f:2.3|. Reported procedure: To a stirred solution of 4-(2-(1,3-dioxolan-2-yl)ethyl)benzonitrile (1.50 g, 7.34 mmol) (prepared according to the method described in Kelly, S. M., Liquid Crystals 10: 273? 287 (1991)) in MeOH (50 mL) at room temperature were added 30% H2O2 (25.70 mmol) and 6 N NaOH (7.34 mmol) solution. The mixture was warmed to 50? 60? and stirred for 2 h, and to it, 1 N HCl solution was added to adjust to pH 7? 8 at 0?. The MeOH solvent was evaporated off under reduced pressure, and the residue was extracted... Starting materials: CC1(CC(C2=CC=C(C=C12)OS(=O)(=O)C(F)(F)F)=O)C (trifluoro-methanesulfonic acid 3,3-dimethyl-1-oxo-indan-5-yl ester), S1C=C(C=C1)B(O)O (thien-3-yl boronic acid). Yields the product CC1(CC(C2=CC=C(C=C12)C1=CSC=C1)=O)C (3,3-dimethyl-5-thien-3-ylindan-1-one). RXN SMILES: [CH3:1][C:2]1([CH3:20])[C:10]2[C:5](=[CH:6][CH:7]=[C:8](OS(C(F)(F)F)(=O)=O)[CH:9]=2)[C:4](=[O:19])[CH2:3]1.[S:21]1[CH:25]=[CH:24][C:23](B(O)O)=[CH:22]1>>[CH3:20][C:2]1([CH3:1])[C:10]2[C:5](=[CH:6][CH:7]=[C:8]([C:23]3[CH:24]=[CH:25][S:21][CH:22]=3)[CH:9]=2)[C:4](=[O:19])[CH2:3]1. Procedure details: The title compound was prepared from trifluoro-methanesulfonic acid 3,3-dimethyl-1-oxo-indan-5-yl ester and thien-3-yl boronic acid according to the procedure described in example 21. MS m/z 243; HRMS: calcd for C15H14OS+H+, 243.08381; found (ESI, [M+H]+), 243.084. The reactants are ice water, C(C)(C)[C@H]1[C@@H](C[C@@H](CC1)C)OC(N[C@@H]1C2=C(C3=C(N(C1=O)CC1=CC=C(C=C1)OC)C=CC=C3)C=CC=C2)=O ([(R)-5-(4-methoxy-benzyl)-6-oxo-6,7-dihydro-5H-dibenzo[b,d]azepin-7-yl]-carbamic acid (1R,2S,5R)-2-isopropyl-5-methyl-cyclohexyl ester), C(C)(C)[N-]C(C)C.[Li+] (lithium diisopropylamide), Cl[Si](C)(C)C (chlorotrimethylsilane), [Cl-].[Na+].O.O (brine water). Solvent: C1CCOC1 (THF), CCOC(=O)C (EtOAc). Run at temperature -75 celsius, time 5 hour. Product: C(C)(C)[C@H]1[C@@H](C[C@@H](CC1)C)OC(N[C@H]1C2=C(C3=C(N(C1=O)CC1=CC=C(C=C1)OC)C=CC=C3)C=CC=C2)=O ([(S)-5-(4-methoxy-benzyl)-6-oxo-6,7-dihydro-5H-dibenzo[b,d]azepin-7-yl]-carbamic acid (1R,2S,5R) -2-isopropyl-5-methyl-cyclohexyl ester). The yield is 31.4%. As a reaction SMILES: [CH:1]([C@@H:4]1[CH2:9][CH2:8][C@@H:7]([CH3:10])[CH2:6][C@H:5]1[O:11][C:12](=[O:39])[NH:13][C@H:14]1[C:20](=[O:21])[N:19]([CH2:22][C:23]2[CH:28]=[CH:27][C:26]([O:29][CH3:30])=[CH:25][CH:24]=2)[C:18]2[CH:31]=[CH:32][CH:33]=[CH:34][C:17]=2[C:16]2[CH:35]=[CH:36][CH:37]=[CH:38][C:15]1=2)([CH3:3])[CH3:2].C([N-]C(C)C)(C)C.[Li+].Cl[Si](C)(C)C.[Cl-].[Na+].O.O>C1COCC1.CCOC(C)=O>[CH:1]([C@@H:4]1[CH2:9][CH2:8][C@@H:7]([CH3:10])[CH2:6][C@H:5]1[O:11][C:12](=[O:39])[NH:13][C@@H:14]1[C:20](=[O:21])[N:19]([CH2:22][C:23]2[CH:24]=[CH:25][C:26]([O:29][CH3:30])=[CH:27][CH:28]=2)[C:18]2[CH:31]=[CH:32][CH:33]=[CH:34][C:17]=2[C:16]2[CH:35]=[CH:36][CH:37]=[CH:38][C:15]1=2)([CH3:2])[CH3:3] |f:1.2,4.5.6.7|. Reported procedure: To a solution of [(R)-5-(4-methoxy-benzyl)-6-oxo-6,7-dihydro-5H-dibenzo[b,d]azepin-7-yl]-carbamic acid (1R,2S,5R)-2-isopropyl-5-methyl-cyclohexyl ester (5.58 g) in THF (20 mL) cooled to −75° C. was added lithium diisopropylamide (2M solution in THF, 15 mL) within 60 minutes. The reaction mixture was stirred for 5 hours at −75° C., chlorotrimethylsilane (4.6 mL) was added within 35 minutes and the reaction mixture was stirred for 15 hours at room temperature. An ice-water mixture (50 mL) was adde... Starting materials: C(#N)C(C(=O)O)=CC1=C(C=CC=C1Cl)Cl (2-cyano 3-(2,6-dichlorophenyl)propenoic acid), C(O)([O-])=O.[Na+] (sodium hydrogen carbonate), [BH4-].[Na+] (sodium borohydride). The solvent is CO (methanol). Conditions: temperature 18 celsius, time 2 hour. Yields the product C(#N)C(C(=O)O)CC1=C(C=CC=C1Cl)Cl (2-cyano 3-(2,6-dichlorophenyl)propanoic acid). The yield is 88.8%. As a reaction SMILES: [C:1]([C:3](=[CH:7][C:8]1[C:13]([Cl:14])=[CH:12][CH:11]=[CH:10][C:9]=1[Cl:15])[C:4]([OH:6])=[O:5])#[N:2].C(=O)([O-])O.[Na+].[BH4-].[Na+]>CO>[C:1]([CH:3]([CH2:7][C:8]1[C:9]([Cl:15])=[CH:10][CH:11]=[CH:12][C:13]=1[Cl:14])[C:4]([OH:6])=[O:5])#[N:2] |f:1.2,3.4|. Procedure: 92 g of 2-cyano 3-(2,6-dichlorophenyl)propenoic acid (Tetrahedron Lett., 1975, p.3643-4) are put into 860 ml of methanol and 285 ml of a 10% sodium hydrogen carbonate solution. This is cooled to 18° C. and the necessary quantity of sodium borohydride is introduced over a two and one-half hour period. The mixture is left for 2 hours at ambient temperature, then concentrated and acidified by adding 1N hydrochloric acid until a pH of 2.3. The solution is then extracted with ether and the organic la... Reactants: [N+](=O)([O-])C1=CC=C(C(C(=O)O)=C1)O (5-nitrosalicyclic acid), C(C)(=O)OC(C)=O (acetic anhydride), S(O)(O)(=O)=O (sulfuric acid). Run at temperature 55 celsius, time 1 hour. The product is C(C)(=O)OC1=C(C(=O)O)C=C(C=C1)[N+](=O)[O-] (2-acetyloxy-5-nitrobenzoic acid). Reaction SMILES: [N+:1]([C:4]1[CH:12]=[C:8]([C:9]([OH:11])=[O:10])[C:7]([OH:13])=[CH:6][CH:5]=1)([O-:3])=[O:2].[C:14](OC(=O)C)(=[O:16])[CH3:15].S(=O)(=O)(O)O>>[C:14]([O:13][C:7]1[CH:6]=[CH:5][C:4]([N+:1]([O-:3])=[O:2])=[CH:12][C:8]=1[C:9]([OH:11])=[O:10])(=[O:16])[CH3:15]. Reported procedure: A mixture of 5-nitrosalicyclic acid (5 g), acetic anhydride (13 ml) and sulfuric acid (0.3 ml) was heated at 55° C. for 10 minutes. After the solution was removed from the hot water bath and stirred at room temperature for 1 hour it was poured into water (200 ml). The mixture was stirred for 10 minutes and filtered. The solid was stirred with water (100 ml), filtered by suction and air dried to give the title compound, m.p. ca, 165°-168° C. Starting materials: C(C=1C(C(=O)O)=CC(C(=O)O)=CC1)(=O)O (trimellitic acid), P(Cl)(Cl)(Cl)(Cl)Cl (PCl5), ClC=1C(=C(C=CC1)Cl)Cl (trichlorobenzene). Conditions: temperature 60 celsius. The product is C(C=1C(C(=O)OC2=CC=CC=C2)=CC(C(=O)OC2=CC=CC=C2)=CC1)(=O)OC1=CC=CC=C1 (Triphenyl Trimellitate). As a reaction SMILES: [C:1]([OH:15])(=[O:14])[C:2]1[C:3](=[CH:7][C:8](=[CH:12][CH:13]=1)[C:9]([OH:11])=[O:10])[C:4]([OH:6])=[O:5].P(Cl)(Cl)(Cl)(Cl)Cl.Cl[C:23]1[C:24](Cl)=[C:25](Cl)[CH:26]=[CH:27][CH:28]=1>>[C:1]([O:15][C:2]1[CH:3]=[CH:7][CH:8]=[CH:12][CH:13]=1)(=[O:14])[C:2]1[C:3](=[CH:7][C:8](=[CH:12][CH:13]=1)[C:9]([O:11][C:23]1[CH:28]=[CH:27][CH:26]=[CH:25][CH:24]=1)=[O:10])[C:4]([O:6][C:28]1[CH:27]=[CH:26][CH:25]=[CH:24][CH:23]=1)=[O:5]. Procedure details: 42 grams of commercially available trimellitic acid was mixed with 138 g. of PCl5 in 100 ml. trichlorobenzene. An exothermic reaction was observed. After completion of the reaction, most of the trichlorobenzene was removed by vacuum distillation. The remaining crude acid chloride was added dropwise with stirring to 65 grams of phenol in about 145 ml. of pyridine. The solution was stirred and cooled with an ice bath during the 10 minute addition period, and then stirred one hour without cooling. ...